From a dataset of the Open Reaction Database (ORD), a public repository of structured organic reaction records. describe an organic reaction: reactants, conditions, products, and yield Starting materials: O=C1CCC2(CC1)OCCO2, CO, [H][H], N. Product: NC1CCC2(CC1)OCCO2. RXN SMILES: [CH2:1]1[CH2:2][O:3][C:4]2([CH2:5][CH2:6][C:7](=[O:10])[CH2:8][CH2:9]2)[O:11]1.[CH3:15][OH:16].[H:13][H:14].[NH3:12]>>[CH2:1]1[CH2:2][O:3][C:4]2([CH2:5][CH2:6][CH:7]([NH2:12])[CH2:8][CH2:9]2)[O:11]1. Starting materials: CN1C(NC(C=2N(C=NC12)CCC)=O)=O (3-methyl-7-propyl-xanthine), ClCCCCP(OCC)(=O)OCC (diethyl 4-chlorobutanephosphonate). Yields the product CN1C(N(C(C=2N(C=NC12)CCC)=O)CCCCP(OCC)(OCC)=O)=O (Diethyl [4-(3-methyl-7-propyl-xanthin-1-yl)butyl]phosphonate). Reaction SMILES: [CH3:1][N:2]1[C:10]2[N:9]=[CH:8][N:7]([CH2:11][CH2:12][CH3:13])[C:6]=2[C:5](=[O:14])[NH:4][C:3]1=[O:15].Cl[CH2:17][CH2:18][CH2:19][CH2:20][P:21]([O:26][CH2:27][CH3:28])(=[O:25])[O:22][CH2:23][CH3:24]>>[CH3:1][N:2]1[C:10]2[N:9]=[CH:8][N:7]([CH2:11][CH2:12][CH3:13])[C:6]=2[C:5](=[O:14])[N:4]([CH2:17][CH2:18][CH2:19][CH2:20][P:21](=[O:25])([O:26][CH2:27][CH3:28])[O:22][CH2:23][CH3:24])[C:3]1=[O:15]. Procedure: The title substance was prepared from 0.072 mol of 3-methyl-7-propyl-xanthine and 0.072 mol of diethyl 4-chlorobutanephosphonate analogously to Example 23, chromatographed on silica gel (eluent: dichloromethane/methanol 20:1) and crystallized from diisopropyl ether. The reactants are ClC1=CC(=C(CN2N=CC3=CC(=CC=C23)C=C2C(N=C(S2)N(C2CNCC2)C)=O)C=C1)C(F)(F)F (5-[1-(4-Chloro-2-trifluoromethyl-benzyl)-1H-indazol-5-ylmethylene]-2-(methyl-pyrrolidin-3-yl-amino)-thiazol-4-one), C([O-])([O-])=O.[K+].[K+] (potassium carbonate), BrCC(=O)N (2-Bromo-acetamide). The solvent is CN(C)C=O (DMF). Conditions: time 4 hour. The product is ClC1=CC(=C(CN2N=CC3=CC(=CC=C23)C=C2C(N=C(S2)N([C@H]2CN(CC2)CC(=O)N)C)=O)C=C1)C(F)(F)F (2-[(3R)-3-({5-[1-(4-Chloro-2-trifluoromethyl-benzyl)-1H-indazol-5-ylmethylene]-4-oxo-4,5-dihydro-thiazol-2-yl}-methyl-amino)-pyrrolidin-1-yl]-acetamide). Isolated yield 81.6%. RXN SMILES: [Cl:1][C:2]1[CH:31]=[CH:30][C:5]([CH2:6][N:7]2[C:15]3[C:10](=[CH:11][C:12]([CH:16]=[C:17]4[S:21][C:20]([N:22]([CH3:28])[CH:23]5[CH2:27][CH2:26][NH:25][CH2:24]5)=[N:19][C:18]4=[O:29])=[CH:13][CH:14]=3)[CH:9]=[N:8]2)=[C:4]([C:32]([F:35])([F:34])[F:33])[CH:3]=1.C(=O)([O-])[O-].[K+].[K+].Br[CH2:43][C:44]([NH2:46])=[O:45]>CN(C=O)C>[Cl:1][C:2]1[CH:31]=[CH:30][C:5]([CH2:6][N:7]2[C:15]3[C:10](=[CH:11][C:12]([CH:16]=[C:17]4[S:21][C:20]([N:22]([CH3:28])[C@@H:23]5[CH2:27][CH2:26][N:25]([CH2:43][C:44]([NH2:46])=[O:45])[CH2:24]5)=[N:19][C:18]4=[O:29])=[CH:13][CH:14]=3)[CH:9]=[N:8]2)=[C:4]([C:32]([F:35])([F:34])[F:33])[CH:3]=1 |f:1.2.3|. Procedure details: To a solution of 5-[1-(4-Chloro-2-trifluoromethyl-benzyl)-1H-indazol-5-ylmethylene]-2-(methyl-pyrrolidin-3-yl-amino)-thiazol-4-one (90 mg, 0.17 mmol) in DMF (2 mL) was added potassium carbonate (72 mg, 0.52 mmol) followed by 2-Bromo-acetamide (28 mg, 0.2 mmol). The reaction mixture was stirred at room temperature for 4 hours and partitioned between water and ethyl acetate. The ethyl acetate layer was washed with brine, dried over Na2SO4, filtered, and the solvent evaporated in vacuo to yield a c... The reactants are C1(=CC=CC=C1)S(=O)(=O)NC1=NC=C(C=C1I)SC (2-benzenesulfonylamino-5-methylthio-3-iodo-pyridine), C(#C)C1=NC=CC=N1 (2-ethynylpyrimidine), bistriphenylphosphine palladium dichloride, cuprous iodide, O (water). The solvent is C(C)N(CC)CC (triethylamine). Reaction conditions: temperature 100 celsius, time 1.5 hour. Product: C1(=CC=CC=C1)S(=O)(=O)N1C(=CC=2C1=NC=C(C2)SC)C2=NC=CC=N2 (1-benzenesulfonyl-5-methylthio-2-(2-pyrimidinyl)-1H-pyrrolo[2,3-b]pyridine). Yield: 84.0%. As a reaction SMILES: [C:1]1([S:7]([NH:10][C:11]2[C:16](I)=[CH:15][C:14]([S:18][CH3:19])=[CH:13][N:12]=2)(=[O:9])=[O:8])[CH:6]=[CH:5][CH:4]=[CH:3][CH:2]=1.[C:20]([C:22]1[N:27]=[CH:26][CH:25]=[CH:24][N:23]=1)#[CH:21].O>C(N(CC)CC)C>[C:1]1([S:7]([N:10]2[C:11]3=[N:12][CH:13]=[C:14]([S:18][CH3:19])[CH:15]=[C:16]3[CH:21]=[C:20]2[C:22]2[N:27]=[CH:26][CH:25]=[CH:24][N:23]=2)(=[O:9])=[O:8])[CH:6]=[CH:5][CH:4]=[CH:3][CH:2]=1. Procedure: A suspension of 2-benzenesulfonylamino-5-methylthio-3-iodo-pyridine (1.53 g), 2-ethynylpyrimidine (768 mg), bistriphenylphosphine palladium dichloride (259 mg) and cuprous iodide (70.3 mg) in triethylamine (37 ml) was stirred in a sealed tube at 100° C. for 1.5 hours. After cooling, the reaction solution was poured into water, extracted with chloroform, dried over, anhydrous sodium sulfate, filtered and concentrated under reduced pressure. The resulting residue was separated using silica gel col...